From a dataset of the Open Reaction Database (ORD), a public repository of structured organic reaction records. describe an organic reaction: reactants, conditions, products, and yield Product: CS(=O)(=O)O.C(C1=CC=CC=C1)(=O)OC1=C(C=C(C=C1)C(N)=N)Cl (4-amidino-2-chlorophenyl benzoate methanesulfonate). Reaction SMILES: N1C=CC=CC=1.[CH3:7][S:8]([O:11][C:12]1[CH:17]=[CH:16][C:15]([C:18](=[NH:20])[NH2:19])=[CH:14][C:13]=1[Cl:21])(=[O:10])=[O:9].[C:22](Cl)(=[O:29])[C:23]1[CH:28]=[CH:27][CH:26]=[CH:25][CH:24]=1>C(OCC)C>[CH3:7][S:8]([OH:11])(=[O:10])=[O:9].[C:22]([O:11][C:12]1[CH:17]=[CH:16][C:15]([C:18](=[NH:20])[NH2:19])=[CH:14][C:13]=1[Cl:21])(=[O:29])[C:23]1[CH:28]=[CH:27][CH:26]=[CH:25][CH:24]=1 |f:4.5|. The reactants are N1=CC=CC=C1 (pyridine), CS(=O)(=O)OC1=C(C=C(C=C1)C(N)=N)Cl (4-amidino-2-chlorophenol methanesulfonate), C(C1=CC=CC=C1)(=O)Cl (benzoyl chloride). Conditions: time 30 minute. The solvent is C(C)OCC (ethyl ether). Procedure: To 30 ml of anhydrous pyridine, was added 2.7 g of 4-amidino-2-chlorophenol methanesulfonate. To the mixture, while being cooled in ice, was added 1.4 g of benzoyl chloride. The mixture was stirred for 30 minutes, while being cooled in ice, then for 5 hours at room temperature. The reaction mixture was mixed with 100 ml of ethyl ether to allow an oily substance to separate out. The oily substance was dissolved in 20 ml of methanol and poured into a saturated aqueous sodium hydrogencarbonate solu... The yield is 124.2%. Starting materials: CCOC(=O)C1CCN(C)C(S(=O)(=O)c2ccc(OCc3ccc(Cl)cc3)cc2)C1, C1CCOC1, CO, [Na+], [OH-]. The product is CN1CCC(C(=O)O)CC1S(=O)(=O)c1ccc(OCc2ccc(Cl)cc2)cc1. Reaction SMILES: [CH2:1]([CH3:2])[O:3][C:4](=[O:5])[CH:6]1[CH2:7][CH:8]([S:13](=[O:14])(=[O:15])[c:16]2[cH:17][cH:18][c:19]([O:22][CH2:23][c:24]3[cH:25][cH:26][c:27]([Cl:30])[cH:28][cH:29]3)[cH:20][cH:21]2)[N:9]([CH3:12])[CH2:10][CH2:11]1.[CH2:31]1[O:32][CH2:33][CH2:34][CH2:35]1.[CH3:36][OH:37].[Na+:39].[OH-:38]>>[O:3]=[C:4]([OH:5])[CH:6]1[CH2:7][CH:8]([S:13](=[O:14])(=[O:15])[c:16]2[cH:17][cH:18][c:19]([O:22][CH2:23][c:24]3[cH:25][cH:26][c:27]([Cl:30])[cH:28][cH:29]3)[cH:20][cH:21]2)[N:9]([CH3:12])[CH2:10][CH2:11]1. Starting materials: CS(C)=O, CCN(C(C)C)C(C)C, CC(C)(C)OC(=O)N1CCCC(NC(=O)OCC(Cl)(Cl)Cl)C1, O, c1ccc(-c2nsc(N3CCNCC3)n2)cc1. Yields the product CC(C)(C)OC(=O)N1CCCC(NC(=O)N2CCN(c3nc(-c4ccccc4)ns3)CC2)C1. Reaction SMILES: [CH3:50][S:51](=[O:52])[CH3:53].[CH:40]([N:41]([CH:42]([CH3:43])[CH3:44])[CH2:45][CH3:46])([CH3:47])[CH3:48].[Cl:1][C:2]([Cl:3])([Cl:4])[CH2:21][O:22][C:5](=[O:6])[NH:7][CH:8]1[CH2:9][N:10]([C:14](=[O:15])[O:16][C:17]([CH3:18])([CH3:19])[CH3:20])[CH2:11][CH2:12][CH2:13]1.[OH2:49].[c:23]1(-[c:29]2[n:30][s:31][c:32]([N:34]3[CH2:35][CH2:36][NH:37][CH2:38][CH2:39]3)[n:33]2)[cH:24][cH:25][cH:26][cH:27][cH:28]1>>[C:5](=[O:6])([NH:7][CH:8]1[CH2:9][N:10]([C:14](=[O:15])[O:16][C:17]([CH3:18])([CH3:19])[CH3:20])[CH2:11][CH2:12][CH2:13]1)[N:37]1[CH2:36][CH2:35][N:34]([c:32]2[s:31][n:30][c:29](-[c:23]3[cH:24][cH:25][cH:26][cH:27][cH:28]3)[n:33]2)[CH2:39][CH2:38]1.